The task is: describe an organic reaction: reactants, conditions, products, and yield. This data is from the Open Reaction Database (ORD), a public repository of structured organic reaction records. The reactants are C(C)(C)(C)OC(=O)N1[C@H](CCC1)COC1=CC=C(C=C1)CC1=CC=C(C=C1)C1=CC=NC=C1 ((R)-2-[4-(4-Pyridin-4-yl-benzyl)-phenoxymethyl]-pyrrolidine-1-carboxylic acid tert-butyl ester), Cl (HCl), CCOCC (ether). Solvent: O1CCOCC1 (dioxane). Run at time 16 hour. Product: Cl.N1[C@H](CCC1)COC1=CC=C(CC2=CC=C(C=C2)C2=CC=NC=C2)C=C1 (4-{4-[4-((R)-1-Pyrrolidin-2-ylmethoxy)-benzyl]-phenyl}-pyridine hydrogen chloride salt). Yield: 80.0%. RXN SMILES: C(OC([N:8]1[CH2:12][CH2:11][CH2:10][C@@H:9]1[CH2:13][O:14][C:15]1[CH:20]=[CH:19][C:18]([CH2:21][C:22]2[CH:27]=[CH:26][C:25]([C:28]3[CH:33]=[CH:32][N:31]=[CH:30][CH:29]=3)=[CH:24][CH:23]=2)=[CH:17][CH:16]=1)=O)(C)(C)C.[ClH:34].CCOCC>O1CCOCC1>[ClH:34].[NH:8]1[CH2:12][CH2:11][CH2:10][C@@H:9]1[CH2:13][O:14][C:15]1[CH:16]=[CH:17][C:18]([CH2:21][C:22]2[CH:27]=[CH:26][C:25]([C:28]3[CH:33]=[CH:32][N:31]=[CH:30][CH:29]=3)=[CH:24][CH:23]=2)=[CH:19][CH:20]=1 |f:4.5|. Reported procedure: To a 20 mL vial which contained a solution of (R)-2-[4-(4-Pyridin-4-yl-benzyl)-phenoxymethyl]-pyrrolidine-1-carboxylic acid tert-butyl ester (65 mg, 0.15 mmol) in dioxane (1 mL) was added HCl (4 N in dioxane 2 mL) at 0° C. The mixture was allowed to warm to rt and stir at rt for 16 h. The solvent was reduced to 1 mL and ether (15 mL) was added to this vial. the resulting solid was filtered out and dried in vacuo to yield the title product (35 mg, 80%); LCMS; 97%, APCI+, Calcd: 344.5; Found m/z: ... The reactants are CN1N=C(C=C1)C1=CC=C(C=O)C=C1 (4-(1-methyl-1H-pyrazol-3-yl)benzaldehyde), N1(N=CC=C1)C1=CC=C(C=O)C=C1 (4-(1H-pyrazol-1-yl)-benzaldehyde). Product: CN1N=C(C=C1)C1=CC=C(C=C1)/C=C/C=O ((2E)-3-[4-(1-Methyl-1H-pyrazol-3-yl)phenyl]-2-propenal). As a reaction SMILES: [CH3:1][N:2]1[CH:6]=[CH:5][C:4]([C:7]2[CH:14]=[CH:13][C:10]([CH:11]=O)=[CH:9][CH:8]=2)=[N:3]1.N1(C2C=C[C:23]([CH:24]=[O:25])=CC=2)C=CC=N1>>[CH3:1][N:2]1[CH:6]=[CH:5][C:4]([C:7]2[CH:14]=[CH:13][C:10](/[CH:11]=[CH:23]/[CH:24]=[O:25])=[CH:9][CH:8]=2)=[N:3]1. Reported procedure: The title compound was prepared by a procedure analogous to Reference Example 30 by substituting 4-(1-methyl-1H-pyrazol-3-yl)benzaldehyde (prepared as described in J. Med. Chem. 1998, 41, 2390) for the 4-(1H-pyrazol-1-yl)-benzaldehyde of Reference Example 30. MS 213 (M+H)+. Reactants: NC1=C(NC2=CC(=CC=C12)Cl)C(C1=CC=CC=C1)=O (3-amino-2-benzoyl-6-chloroindole), COC(C(=O)O)C (2-methoxypropionic acid). Run in C(C)(=O)OCC.CCCCCC (ethyl acetate hexane). Yields the product C(C1=CC=CC=C1)(=O)C=1NC2=CC(=CC=C2C1NC(C(C)OC)=O)Cl (2-Benzoyl-6-chloro-3-[(2-methoxypropionyl)amino]indole). As a reaction SMILES: [NH2:1][C:2]1[C:10]2[C:5](=[CH:6][C:7]([Cl:11])=[CH:8][CH:9]=2)[NH:4][C:3]=1[C:12](=[O:19])[C:13]1[CH:18]=[CH:17][CH:16]=[CH:15][CH:14]=1.[CH3:20][O:21][CH:22]([CH3:26])[C:23](O)=[O:24]>C(OCC)(=O)C.CCCCCC>[C:12]([C:3]1[NH:4][C:5]2[C:10]([C:2]=1[NH:1][C:23](=[O:24])[CH:22]([O:21][CH3:20])[CH3:26])=[CH:9][CH:8]=[C:7]([Cl:11])[CH:6]=2)(=[O:19])[C:13]1[CH:18]=[CH:17][CH:16]=[CH:15][CH:14]=1 |f:2.3|. Reported procedure: The title compound was prepared according to the procedure described in Example 114 employing 3-amino-2-benzoyl-6-chloroindole (Example 1) and 2-methoxypropionic acid. m.p.: 169-171° C. (ethyl acetate/hexane) The reactants are N[NH-] (aminoamide), N1=C2C(=CC3=CC=CC=C13)C(=O)OC2=O (2,3-quinolinedicarboxylic anhydride), N1=CC=CC=C1 (pyridine), C(N)(=O)C1=NC2=CC=CC=C2C=C1C(=O)O (2-carbamoyl-3-quinolinecarboxylic acid). The product is C(N)(=O)C(C(C)C)(C)NC(=O)C1=NC2=CC=CC=C2C=C1C(=O)O (2-[(1-carbamoyl-1,2-dimethylpropyl)-carbamoyl]-3-quinolinecarboxylic acid). Reaction SMILES: N[NH-].[N:3]1[C:12]2[C:7](=[CH:8][CH:9]=[CH:10][CH:11]=2)[CH:6]=[C:5]2[C:13]([O:15][C:16](=[O:17])[C:4]=12)=[O:14].[C:18]([C:21]1[C:30]([C:31](O)=O)=[CH:29]C2C(=CC=CC=2)[N:22]=1)(=[O:20])[NH2:19].N1C=CC=C[CH:35]=1>>[C:18]([C:21]([NH:22][C:16]([C:4]1[C:5]([C:13]([OH:15])=[O:14])=[CH:6][C:7]2[C:12](=[CH:11][CH:10]=[CH:9][CH:8]=2)[N:3]=1)=[O:17])([CH3:35])[CH:30]([CH3:31])[CH3:29])(=[O:20])[NH2:19]. Reported procedure: The aminoamide (24.25 mmol) is added over a two hour period to a solution of 2,3-quinolinedicarboxylic anhydride (20.06 mmol) in pyridine (100 mL) while maintaining the reaction mixture at room temperature. The mixture is allowed to stir at room temperature for one-half hour. Analysis of the isomer distribution of the reaction products by high performance liquid chromatography shows an 8.9/1 ratio of the desired 2-carbamoyl-3-quinolinecarboxylic acid.